This data is from the Open Reaction Database (ORD), a public repository of structured organic reaction records. The task is: describe an organic reaction: reactants, conditions, products, and yield The reactants are CCn1cc(C(=O)O)cc(Cl)c1=O, CC(N)C(N)(c1ccc(F)cc1)c1ccnc(F)c1. Yields the product CCn1cc(C2=NC(c3ccc(F)cc3)(c3ccnc(F)c3)C(C)N2)cc(Cl)c1=O. As a reaction SMILES: [Cl:20][c:21]1[c:22](=[O:32])[n:23]([CH2:30][CH3:31])[cH:24][c:25]([C:27]([OH:28])=[O:29])[cH:26]1.[F:1][c:2]1[cH:3][cH:4][c:5]([C:8]([CH:9]([CH3:10])[NH2:11])([NH2:12])[c:13]2[cH:14][c:15]([F:19])[n:16][cH:17][cH:18]2)[cH:6][cH:7]1>>[F:1][c:2]1[cH:3][cH:4][c:5]([C:8]2([c:13]3[cH:14][c:15]([F:19])[n:16][cH:17][cH:18]3)[CH:9]([CH3:10])[NH:11][C:27]([c:25]3[cH:24][n:23]([CH2:30][CH3:31])[c:22](=[O:32])[c:21]([Cl:20])[cH:26]3)=[N:12]2)[cH:6][cH:7]1. Reactants: C([O-])([O-])=O.[Na+].[Na+] (Sodium carbonate), BrC1=CC(=C(C(=O)NC2=CN=NC=C2)C=C1C)OCC1=CC=CC=C1 (4-Bromo-5-methyl-2-[(phenylmethyl)oxy]-N-4-pyridazinylbenzamide), CN1N=CC(=C1)B1OC(C(O1)(C)C)(C)C (1-methyl-4-(4,4,5,5-tetramethyl-1,3,2-dioxaborolan-2-yl)-1H-pyrazole). The reagents and catalysts are C=1C=CC(=CC1)[P](C=2C=CC=CC2)(C=3C=CC=CC3)[Pd]([P](C=4C=CC=CC4)(C=5C=CC=CC5)C=6C=CC=CC6)([P](C=7C=CC=CC7)(C=8C=CC=CC8)C=9C=CC=CC9)[P](C=1C=CC=CC1)(C=1C=CC=CC1)C=1C=CC=CC1 (Pd(Ph3P)4). Solvent: COCCOC (1,2-dimethoxyethane). Conditions: temperature 120 celsius. Yields the product CC=1C(=CC(=C(C(=O)NC2=CN=NC=C2)C1)OCC1=CC=CC=C1)C=1C=NN(C1)C (5-Methyl-4-(1-methyl-1H-pyrazol-4-yl)-2-[(phenylmethyl)oxy]-N-4-pyridazinylbenzamide). Reaction SMILES: C(=O)([O-])[O-].[Na+].[Na+].Br[C:8]1[C:22]([CH3:23])=[CH:21][C:11]([C:12]([NH:14][C:15]2[CH:20]=[CH:19][N:18]=[N:17][CH:16]=2)=[O:13])=[C:10]([O:24][CH2:25][C:26]2[CH:31]=[CH:30][CH:29]=[CH:28][CH:27]=2)[CH:9]=1.[CH3:32][N:33]1[CH:37]=[C:36](B2OC(C)(C)C(C)(C)O2)[CH:35]=[N:34]1>COCCOC.C1C=CC([P]([Pd]([P](C2C=CC=CC=2)(C2C=CC=CC=2)C2C=CC=CC=2)([P](C2C=CC=CC=2)(C2C=CC=CC=2)C2C=CC=CC=2)[P](C2C=CC=CC=2)(C2C=CC=CC=2)C2C=CC=CC=2)(C2C=CC=CC=2)C2C=CC=CC=2)=CC=1>[CH3:23][C:22]1[C:8]([C:36]2[CH:35]=[N:34][N:33]([CH3:32])[CH:37]=2)=[CH:9][C:10]([O:24][CH2:25][C:26]2[CH:31]=[CH:30][CH:29]=[CH:28][CH:27]=2)=[C:11]([CH:21]=1)[C:12]([NH:14][C:15]1[CH:20]=[CH:19][N:18]=[N:17][CH:16]=1)=[O:13] |f:0.1.2,^1:56,58,77,96|. Reported procedure: Sodium carbonate (0.32 ml, 0.32 mmol) was added to 4-bromo-5-methyl-2-[(phenylmethyl)oxy]-N-4-pyridazinylbenzamide (may be prepared as described in Example 10; 64 mg, 0.16 mmol), 1-methyl-4-(4,4,5,5-tetramethyl-1,3,2-dioxaborolan-2-yl)-1H-pyrazole (40.1 mg, 0.19 mmol) and Pd(Ph3P)4 (11.14 mg, 9.64 μmol) in 1,2-dimethoxyethane (3 ml). The mixture was heated in a microwave at 120° C. for 1 hour, the solvent was removed in vacuo and the solid triturated with DMSO/methanol (1:1, 1 ml) to yield the t... Starting materials: ClC=1C=C(C=C(C1C[C@H]1C(N(CC1)N1CCC(CC1)O[Si](C(C)C)(C(C)C)C(C)C)=O)Cl)C1=CC=C(C=C1)C(=O)O ((R)-3′,5′-dichloro-4′-[2-oxo-1-(4-triisopropylsilanyloxy-piperidin-1-yl)-pyrrolidin-3-ylmethyl]-biphenyl-4-carboxylic acid), C(=O)(N1C=NC=C1)N1C=NC=C1 (1,1′-carbonyldiimidazole), Cl.FC(C1CCNCC1)(F)F (4-trifluoromethylpiperidine hydrochloride), C(C)(C)N(CC)C(C)C (diisopropylethylamine). Run in hexanes, C(C)(=O)OCC (ethyl acetate), C(Cl)Cl (CH2Cl2). Conditions: time 45 minute. Yields the product ClC=1C=C(C=C(C1C[C@H]1C(N(CC1)N1CCC(CC1)O[Si](C(C)C)(C(C)C)C(C)C)=O)Cl)C1=CC=C(C=C1)C(=O)N1CCC(CC1)C(F)(F)F ((R)-3-[3,5-Dichloro-4′-(4-trifluoromethyl-piperidine-1-carbonyl)-biphenyl-4-ylmethyl]-1-(4-triisopropylsilanyloxy-piperidin-1-yl)-pyrrolidin-2-one). The yield is 82.6%. Reaction SMILES: [Cl:1][C:2]1[CH:3]=[C:4]([C:33]2[CH:38]=[CH:37][C:36]([C:39](O)=[O:40])=[CH:35][CH:34]=2)[CH:5]=[C:6]([Cl:32])[C:7]=1[CH2:8][C@@H:9]1[CH2:13][CH2:12][N:11]([N:14]2[CH2:19][CH2:18][CH:17]([O:20][Si:21]([CH:28]([CH3:30])[CH3:29])([CH:25]([CH3:27])[CH3:26])[CH:22]([CH3:24])[CH3:23])[CH2:16][CH2:15]2)[C:10]1=[O:31].C(N1C=CN=C1)(N1C=CN=C1)=O.Cl.[F:55][C:56]([F:64])([F:63])[CH:57]1[CH2:62][CH2:61][NH:60][CH2:59][CH2:58]1.C(N(C(C)C)CC)(C)C>C(Cl)Cl.C(OCC)(=O)C>[Cl:32][C:6]1[CH:5]=[C:4]([C:33]2[CH:34]=[CH:35][C:36]([C:39]([N:60]3[CH2:61][CH2:62][CH:57]([C:56]([F:64])([F:63])[F:55])[CH2:58][CH2:59]3)=[O:40])=[CH:37][CH:38]=2)[CH:3]=[C:2]([Cl:1])[C:7]=1[CH2:8][C@@H:9]1[CH2:13][CH2:12][N:11]([N:14]2[CH2:19][CH2:18][CH:17]([O:20][Si:21]([CH:28]([CH3:29])[CH3:30])([CH:22]([CH3:24])[CH3:23])[CH:25]([CH3:27])[CH3:26])[CH2:16][CH2:15]2)[C:10]1=[O:31] |f:2.3|. Procedure: Treat a solution of (R)-3′,5′-dichloro-4′-[2-oxo-1-(4-triisopropylsilanyloxy-piperidin-1-yl)-pyrrolidin-3-ylmethyl]-biphenyl-4-carboxylic acid (0.337 g, 0.545 mmol) in CH2Cl2 (20 mL) with 1,1′-carbonyldiimidazole (0.177 g, 1.09 mmol) and stir for 45 minutes at room temperature. Treat the reaction with 4-trifluoromethylpiperidine hydrochloride (0.155 g, 0.818 mmol) and diisopropylethylamine (0.106 g, 0.818 mmol) and stir for 12 hours at room temperature. Load the mixture on a silica gel column, f... Starting materials: CO, CSCc1c(F)ccc2c(C(CCC#N)c3ccc(Cl)cc3)c[nH]c12, ClCCl, O=C(OO)c1cccc(Cl)c1. Product: CS(=O)Cc1c(F)ccc2c(C(CCC#N)c3ccc(Cl)cc3)c[nH]c12. As a reaction SMILES: [CH3:40][OH:41].[Cl:1][c:2]1[cH:3][cH:4][c:5]([CH:8]([CH2:9][CH2:10][C:11]#[N:12])[c:13]2[cH:14][nH:15][c:16]3[c:17]([CH2:23][S:24][CH3:25])[c:18]([F:22])[cH:19][cH:20][c:21]23)[cH:6][cH:7]1.[Cl:26][CH2:27][Cl:28].[OH:29][O:30][C:31]([c:32]1[cH:33][c:34]([Cl:35])[cH:36][cH:37][cH:38]1)=[O:39]>>[Cl:1][c:2]1[cH:3][cH:4][c:5]([CH:8]([CH2:9][CH2:10][C:11]#[N:12])[c:13]2[cH:14][nH:15][c:16]3[c:17]([CH2:23][S:24]([CH3:25])=[O:29])[c:18]([F:22])[cH:19][cH:20][c:21]23)[cH:6][cH:7]1. Starting materials: C(C)C=1NC(=C(N1)CO)CO (2-ethyl-4,5-bis(hydroxymethyl) imidazole), C(C)O (ethanol), ClN1C(N(C(N(C1=O)Cl)=O)Cl)=O (trichloroisocyanuric acid). The solvent is O1CCOCC1 (1,4-dioxane). Reaction conditions: time 10 minute. Product: C(C)C=1NC(=C(N1)Cl)CO (2-ethyl-4-chloro-5-(hydroxymethyl) imidazole). Reaction SMILES: [Cl:1]N1C(=O)N(Cl)C(=O)N(Cl)C1=O.[CH2:13]([C:15]1[NH:16][C:17]([CH2:22][OH:23])=[C:18](CO)[N:19]=1)[CH3:14].C(O)C>O1CCOCC1>[CH2:13]([C:15]1[NH:16][C:17]([CH2:22][OH:23])=[C:18]([Cl:1])[N:19]=1)[CH3:14]. Reported procedure: 1.53 Grams (6.6 mmol) of trichloroisocyanuric acid was added little by little to a solution consisting of 2.03 g (13 mmol) of the 2-ethyl-4,5-bis(hydroxymethyl) imidazole, 100 ml of ethanol and 40 ml of 1,4-dioxane at room temperature with stirring over a period of about 10 minutes. The mixture was stirred at the same temperature for one hour, the solvent was distilled off under reduced pressure, the reaction product was extracted with ethanol, and the extract was evaporated to dryness under red... Reactants: CC(C)(O)C#N, O=C(Cl)CCl, Cl, O. Yields the product CC(C)(C#N)OC(=O)CCl. As a reaction SMILES: [C:1](#[N:2])[C:3]([CH3:4])([CH3:5])[OH:6].[Cl:7][CH2:8][C:9](=[O:10])[Cl:11].[ClH:12].[OH2:13]>>[C:1](#[N:2])[C:3]([CH3:4])([CH3:5])[O:6][C:9]([CH2:8][Cl:7])=[O:10]. Starting materials: ClC=1OC(=CC(C1)=O)N1CCOCC1 (2-Chloro-6-morpholin-4-yl-pyran-4-one), N#N (N2), C1(=CC=CC=2SC3=C(C21)C=CC=C3)B(O)O (dibenzothiophene-1-boronic acid), C([O-])([O-])=O.[K+].[K+] (potassium carbonate). Reagents/catalysts: C=1C=CC(=CC1)[P](C=2C=CC=CC2)(C=3C=CC=CC3)[Pd]([P](C=4C=CC=CC4)(C=5C=CC=CC5)C=6C=CC=CC6)([P](C=7C=CC=CC7)(C=8C=CC=CC8)C=9C=CC=CC9)[P](C=1C=CC=CC1)(C=1C=CC=CC1)C=1C=CC=CC1 (Pd(PPh3)4). Solvent: O1CCOCC1 (dioxane). Run at temperature 90 celsius. Yields the product C1(=CC=CC=2SC3=C(C21)C=CC=C3)C=3OC(=CC(C3)=O)N3CCOCC3 (2-Dibenzothiophen-1-yl-6-morpholin-4-yl-pyran-4-one). Yield: 6.4%. RXN SMILES: Cl[C:2]1[O:3][C:4]([N:9]2[CH2:14][CH2:13][O:12][CH2:11][CH2:10]2)=[CH:5][C:6](=[O:8])[CH:7]=1.[C:15]1(B(O)O)[C:23]2[C:22]3[CH:24]=[CH:25][CH:26]=[CH:27][C:21]=3[S:20][C:19]=2[CH:18]=[CH:17][CH:16]=1.C(=O)([O-])[O-].[K+].[K+].N#N>O1CCOCC1.C1C=CC([P]([Pd]([P](C2C=CC=CC=2)(C2C=CC=CC=2)C2C=CC=CC=2)([P](C2C=CC=CC=2)(C2C=CC=CC=2)C2C=CC=CC=2)[P](C2C=CC=CC=2)(C2C=CC=CC=2)C2C=CC=CC=2)(C2C=CC=CC=2)C2C=CC=CC=2)=CC=1>[C:15]1([C:2]2[O:3][C:4]([N:9]3[CH2:14][CH2:13][O:12][CH2:11][CH2:10]3)=[CH:5][C:6](=[O:8])[CH:7]=2)[C:23]2[C:22]3[CH:24]=[CH:25][CH:26]=[CH:27][C:21]=3[S:20][C:19]=2[CH:18]=[CH:17][CH:16]=1 |f:2.3.4,^1:48,50,69,88|. Procedure details: 2-Chloro-6-morpholin-4-yl-pyran-4-one (3)(740 mg, 3.43 mmol), dibenzothiophene-1-boronic acid (860 mg, 3.77 mmol), and ground potassium carbonate (964 mg, 6.86 mmol) were suspended in dioxane (10 ml) and degassed (sonication for 5 minutes then saturated with N2). Pd(PPh3)4 (200 mg, 0.17 mmol) was then added and the reaction mixture was then heated at 90° C. for 24 hours under a vigorous stirring and a N2 atmosphere. The solvent were removed in vacuo and the residue was then suspended in water (5... Starting materials: C(C)(C)(C)OC(=O)N1CCC(CC1)(C=1SC(=CN1)CO)F (4-fluoro-4-(5-hydroxymethyl-thiazol-2-yl)-piperidine-1-carboxylic acid tert-butyl ester), N1=CC=CC=C1 (pyridine), CS(=O)(=O)Cl (MsCl). The solvent is C(Cl)Cl (CH2Cl2). Run at time 8 hour. Yields the product C(C)(C)(C)OC(=O)N1CCC(CC1)(F)C=1SC(=CN1)CCl (4-(5-Chloromethyl-thiazol-2-yl)-4-fluoro-piperidine-1-carboxylic acid tert-butyl ester). RXN SMILES: [C:1]([O:5][C:6]([N:8]1[CH2:13][CH2:12][C:11]([F:21])([C:14]2[S:15][C:16]([CH2:19]O)=[CH:17][N:18]=2)[CH2:10][CH2:9]1)=[O:7])([CH3:4])([CH3:3])[CH3:2].N1C=CC=CC=1.CS([Cl:32])(=O)=O>C(Cl)Cl>[C:1]([O:5][C:6]([N:8]1[CH2:13][CH2:12][C:11]([C:14]2[S:15][C:16]([CH2:19][Cl:32])=[CH:17][N:18]=2)([F:21])[CH2:10][CH2:9]1)=[O:7])([CH3:4])([CH3:3])[CH3:2]. Procedure details: To a mixture of 4-fluoro-4-(5-hydroxymethyl-thiazol-2-yl)-piperidine-1-carboxylic acid tert-butyl ester (1.34 g, 4.24 mmol) and pyridine (426 mg, 1.3 eq.) in CH2Cl2 (30 mL) at 0° C. was added MsCl (631 mg, 1.3 eq.). The mixture was warmed to room temperature and stirred overnight. The reaction mixture was washed with saturated NaHCO3 solution and dried over Na2SO4. Removal of the solvent afforded the desired product, which was used directly in the following reaction without further purification. Starting materials: C, CCCCOC(=O)COc1ccc(-c2ncc(C(F)(F)F)n(C)c2=O)cc1[N+](=O)[O-], CC(=O)O, CCOC(C)=O, [H][H], O, [Pd]. Yields the product Cn1c(C(F)(F)F)cnc(-c2ccc3c(c2)NC(=O)CO3)c1=O. RXN SMILES: [C:38].[CH2:1]([O:2][C:6](=[O:7])[CH2:8][O:9][c:10]1[cH:11][cH:12][c:13](-[c:19]2[c:20](=[O:30])[n:21]([CH3:29])[c:22]([C:25]([F:26])([F:27])[F:28])[cH:23][n:24]2)[cH:14][c:15]1[N+:16]([O-:3])=[O:4])[CH2:5][CH2:17][CH3:18].[CH3:33][C:34](=[O:35])[OH:36].[CH3:40][CH2:41][O:42][C:43](=[O:44])[CH3:45].[H:31][H:32].[OH2:37].[Pd:39]>>[C:6]1(=[O:7])[CH2:8][O:9][c:10]2[cH:11][cH:12][c:13](-[c:19]3[c:20](=[O:30])[n:21]([CH3:29])[c:22]([C:25]([F:26])([F:27])[F:28])[cH:23][n:24]3)[cH:14][c:15]2[NH:16]1. Conditions: temperature 65 celsius. Starting materials: glass, resultant mixture, OC1=CC=C(C=C1)C(C)(C)C1=CC=C(C=C1)O (2,2-bis(4-hydroxyphenyl)propane), [N+](=O)([O-])C1=CC(=CC=C1)[N+](=O)[O-] (m-dinitrobenzene), C([O-])([O-])=O.[K+].[K+] (potassium carbonate). The yield is 93.4%. Procedure details: A 1 liter glass reaction vessel was charged with 85.6 grams (0.375 mol) of 2,2-bis(4-hydroxyphenyl)propane, 151.2 grams (0.9 mol) of m-dinitrobenzene, 124.6 grams of potassium carbonate and 660 ml of N,N-dimethylformamide. The mixture was reacted for 10 hours at a temperature of 145°-150° C. After completing the reaction, the resultant mixture was cooled and filtered to remove potassium nitrite. The solvent was distilled off from the filtrate under reduced pressure. The residue was cooled to 65°... Reaction SMILES: O[C:2]1[CH:7]=[CH:6][C:5]([C:8]([C:11]2[CH:16]=[CH:15][C:14]([OH:17])=[CH:13][CH:12]=2)([CH3:10])[CH3:9])=[CH:4][CH:3]=1.[N+]([C:21]1[CH:26]=[CH:25][CH:24]=[C:23]([N+:27]([O-:29])=[O:28])[CH:22]=1)([O-])=O.[C:30](=[O:33])([O-])[O-].[K+].[K+]>CN(C)C=O>[N+:27]([C:23]1[CH:22]=[C:21]([CH:26]=[CH:25][CH:24]=1)[O:17][C:14]1[CH:15]=[CH:16][C:11]([C:8]([C:5]2[CH:6]=[CH:7][C:2]([O:33][C:30]3[CH:26]=[CH:21][CH:22]=[C:23]([N+:27]([O-:29])=[O:28])[CH:24]=3)=[CH:3][CH:4]=2)([CH3:10])[CH3:9])=[CH:12][CH:13]=1)([O-:29])=[O:28] |f:2.3.4|. Product: [N+](=O)([O-])C=1C=C(OC2=CC=C(C=C2)C(C)(C)C2=CC=C(C=C2)OC2=CC(=CC=C2)[N+](=O)[O-])C=CC1 (2,2-bis[4-(3-nitrophenoxy)phenyl]propane). Run in CN(C=O)C (N,N-dimethylformamide).